From a dataset of the Open Reaction Database (ORD), a public repository of structured organic reaction records. describe an organic reaction: reactants, conditions, products, and yield The reactants are O(C1=CC=CC=C1)CC1=NC2C(N(C2S1)C(C(=O)OCC1=CC=C(C=C1)[N+](=O)[O-])=C(C)S(=O)(=O)C)=O (p-nitrobenzyl α-[3-phenoxymethyl-7-oxo-4-thia-2,6-diazabicyclo[3,2,0]hept-2-en-6-yl]-α-(1-methanesulfonylethylidene)acetate), N1CCOCC1 (morpholine), O (water). The solvent is C1=CC=CC=C1 (benzene). Reaction conditions: time 130 minute. Yields the product O(C1=CC=CC=C1)CC1=NC2C(N(C2S1)C(C(=O)OCC1=CC=C(C=C1)[N+](=O)[O-])=C(C)N1CCOCC1)=O (p-nitrobenzyl α-[3-phenoxymethyl-7-oxo-4-thia-2,6-diazabicyclo[3,2,0]hept-2-en-6-yl]-α-(1-morpholinoethylidene)-acetate). The yield is 97.1%. As a reaction SMILES: [O:1]([CH2:8][C:9]1[S:15][CH:14]2[CH:11]([C:12](=[O:36])[N:13]2[C:16](=[C:30](S(C)(=O)=O)[CH3:31])[C:17]([O:19][CH2:20][C:21]2[CH:26]=[CH:25][C:24]([N+:27]([O-:29])=[O:28])=[CH:23][CH:22]=2)=[O:18])[N:10]=1)[C:2]1[CH:7]=[CH:6][CH:5]=[CH:4][CH:3]=1.[NH:37]1[CH2:42][CH2:41][O:40][CH2:39][CH2:38]1.O>C1C=CC=CC=1>[O:1]([CH2:8][C:9]1[S:15][CH:14]2[CH:11]([C:12](=[O:36])[N:13]2[C:16](=[C:30]([N:37]2[CH2:42][CH2:41][O:40][CH2:39][CH2:38]2)[CH3:31])[C:17]([O:19][CH2:20][C:21]2[CH:22]=[CH:23][C:24]([N+:27]([O-:29])=[O:28])=[CH:25][CH:26]=2)=[O:18])[N:10]=1)[C:2]1[CH:7]=[CH:6][CH:5]=[CH:4][CH:3]=1. Procedure: To a solution of p-nitrobenzyl α-[3-phenoxymethyl-7-oxo-4-thia-2,6-diazabicyclo[3,2,0]hept-2-en-6-yl]-α-(1-methanesulfonylethylidene)acetate (298 mg) in benzene (3 ml) is added morpholine (0.095 ml) at 7° to 10° C. After 130 minutes, the reaction mixture is filtered to give filtrate, which is poured into iced water, and is extracted with methylene chloride. The extract solution is washed with water, dried over magnesium sulfate, and evaporated to give p-nitrobenzyl α-[3-phenoxymethyl-7-oxo-4-thi... The reactants are BrC1=CC=C(C=C1)O (4-bromophenol), CC(C)([O-])C.[K+] (potassium t-butoxide), C(C1=CC=CC=C1)Br (Benzyl bromide). The solvent is [Cl-].[Na+].O (brine), CS(=O)C (dimethylsulfoxide). Run at time 20 minute. Yields the product C(C1=CC=CC=C1)OC1=CC=C(C=C1)Br (4-benzyloxybromobenzene). The yield is 100.1%. RXN SMILES: [Br:1][C:2]1[CH:7]=[CH:6][C:5]([OH:8])=[CH:4][CH:3]=1.CC(C)([O-])C.[K+].[CH2:15](Br)[C:16]1[CH:21]=[CH:20][CH:19]=[CH:18][CH:17]=1>CS(C)=O.[Cl-].[Na+].O>[CH2:15]([O:8][C:5]1[CH:6]=[CH:7][C:2]([Br:1])=[CH:3][CH:4]=1)[C:16]1[CH:21]=[CH:20][CH:19]=[CH:18][CH:17]=1 |f:1.2,5.6.7|. Procedure: To a solution of 4-bromophenol (8.65 g, 50 mmol) in dimethylsulfoxide (100 mL) was added potassium t-butoxide (6.45 g, 57.5 mmol) and the mixture was stirred for 20 mins. Benzyl bromide (10.26 g, 60 mmol) was then added and the reaction was stirred for 1 hr. It was then diluted with brine (150 mL) and extracted with ethylacetate (3×200 mL). The organics were combined, dried with MgSO4 and concentrated. The resulting residue was distilled under vacuum (0.8 mm Hg) to afford 13.17 g of 4-benzyloxyb... RXN SMILES: [CH3:18][N:19]([CH3:20])[CH2:21][C:22]([C:23]#[N:24])=[CH2:25].[CH:26]([Cl:27])([Cl:28])[Cl:29].[c:1]1([CH3:17])[cH:2][cH:3][c:4]([C:7](=[N+:8]=[N-:9])[c:10]2[cH:11][cH:12][c:13]([CH3:16])[cH:14][cH:15]2)[cH:5][cH:6]1>>[c:1]1([CH3:17])[cH:2][cH:3][c:4]([C:7]2([c:10]3[cH:11][cH:12][c:13]([CH3:16])[cH:14][cH:15]3)[C:22]([CH2:21][N:19]([CH3:18])[CH3:20])([C:23]#[N:24])[CH2:25]2)[cH:5][cH:6]1. Product: Cc1ccc(C2(c3ccc(C)cc3)CC2(C#N)CN(C)C)cc1. Reactants: C=C(C#N)CN(C)C, ClC(Cl)Cl, Cc1ccc(C(=[N+]=[N-])c2ccc(C)cc2)cc1. The reactants are C1COCCN1, CS(C)=O, CCOC(C)=O, O=[N+]([O-])c1cc(F)c(F)cc1F, [K+], [K+], O=C([O-])[O-]. The product is O=[N+]([O-])c1cc(F)c(N2CCOCC2)cc1F. Reaction SMILES: [CH2:13]1[CH2:14][O:15][CH2:16][CH2:17][NH:18]1.[CH3:25][S:26]([CH3:27])=[O:28].[CH3:29][CH2:30][O:31][C:32]([CH3:33])=[O:34].[F:1][c:2]1[c:3]([F:12])[cH:4][c:5]([F:11])[c:6]([N+:8](=[O:9])[O-:10])[cH:7]1.[K+:19].[K+:20].[O-:21][C:22]([O-:23])=[O:24]>>[F:1][c:2]1[c:3]([N:18]2[CH2:13][CH2:14][O:15][CH2:16][CH2:17]2)[cH:4][c:5]([F:11])[c:6]([N+:8](=[O:9])[O-:10])[cH:7]1. Reactants: C(C)(=O)NC1=NC2=CC=C(C=C2C(=N1)C1=NNC=N1)C1=CC=C(C=C1)F (2-acetamido-6-(4-fluorophenyl)-4-(1,2,4-triazolyl)-quinazoline), C(C)O (ethanol). The product is NC1=NC2=CC=C(C=C2C(=N1)OCC)C1=CC=C(C=C1)F (2-amino-4-ethoxy-6-(4-fluorophenyl)-quinazoline). Yield: 90.0%. As a reaction SMILES: C([NH:4][C:5]1[N:14]=[C:13](C2N=CNN=2)[C:12]2[C:7](=[CH:8][CH:9]=[C:10]([C:20]3[CH:25]=[CH:24][C:23]([F:26])=[CH:22][CH:21]=3)[CH:11]=2)[N:6]=1)(=O)C.[CH2:27]([OH:29])[CH3:28]>>[NH2:4][C:5]1[N:14]=[C:13]([O:29][CH2:27][CH3:28])[C:12]2[C:7](=[CH:8][CH:9]=[C:10]([C:20]3[CH:25]=[CH:24][C:23]([F:26])=[CH:22][CH:21]=3)[CH:11]=2)[N:6]=1. Reported procedure: This compound, synthesized from 2-acetamido-6-(4-fluorophenyl)-4-(1,2,4-triazolyl)-quinazoline and ethanol in 90% yield using the same procedure as in example 18, was characterized by its mass spectrum as follows: MS (m/z): 284 ([M+H]+, 100). The reactants are CC(=O)NC1c2ccccc2CC1OS(C)(=O)=O, [N-]=[N+]=[N-], [Na+], [Na+], O=C([O-])O, CN(C)C=O, O. Yields the product CC(=O)NC1c2ccccc2CC1N=[N+]=[N-]. As a reaction SMILES: [CH3:1][S:2]([O:3][CH:6]1[CH:7]([NH:15][C:16]([CH3:17])=[O:18])[c:8]2[cH:9][cH:10][cH:11][cH:12][c:13]2[CH2:14]1)(=[O:4])=[O:5].[N-:19]=[N+:20]=[N-:21].[Na+:22].[Na+:28].[O-:24][C:25]([OH:26])=[O:27].[O:29]=[CH:30][N:31]([CH3:32])[CH3:33].[OH2:23]>>[CH:6]1([N:19]=[N+:20]=[N-:21])[CH:7]([NH:15][C:16]([CH3:17])=[O:18])[c:8]2[cH:9][cH:10][cH:11][cH:12][c:13]2[CH2:14]1. Yields the product CN(C(=O)OC=1C=C(C2=C(B(OC2CC(=O)OCC)O)C1)C)C (Ethyl 2-(6-(dimethylcarbamoyloxy)-1-hydroxy-4-methyl-1,3-dihydrobenzo[c][1,2]oxaborol-3-yl)acetate). Conditions: time 20 minute. Run in CN(C)C=O (DMF). Reactants: OB1OC(C2=C1C=C(C=C2C)O)CC(=O)OCC (ethyl 2-(1,6-dihydroxy-4-methyl-1,3-dihydrobenzo[c][1,2]oxaborol-3-yl)acetate), [H-].[Na+] (NaH), CN(C(=O)Cl)C (N,N-dimethylcarbamic chloride). Reported procedure: To a solution of ethyl 2-(1,6-dihydroxy-4-methyl-1,3-dihydrobenzo[c][1,2]oxaborol-3-yl)acetate (500 mg, 2 mmol) in DMF (5 mL) was slowly added NaH (360 mg, 6 mmol) at 0° C. The mixture was stirred for 20 min and N,N-dimethylcarbamic chloride (430 mg, 4 mmol) was added at 0° C. The mixture was stirred overnight at room temperature and quenched with ice water. The resulting mixture was extracted with EtOAc (2×25 mL) and the combined extracts were dried over anhydrous Na2SO4 and concentrated in vac... As a reaction SMILES: [OH:1][B:2]1[C:6]2[CH:7]=[C:8]([OH:12])[CH:9]=[C:10]([CH3:11])[C:5]=2[CH:4]([CH2:13][C:14]([O:16][CH2:17][CH3:18])=[O:15])[O:3]1.[H-].[Na+].[CH3:21][N:22]([CH3:26])[C:23](Cl)=[O:24]>CN(C=O)C>[CH3:21][N:22]([CH3:26])[C:23]([O:12][C:8]1[CH:9]=[C:10]([CH3:11])[C:5]2[CH:4]([CH2:13][C:14]([O:16][CH2:17][CH3:18])=[O:15])[O:3][B:2]([OH:1])[C:6]=2[CH:7]=1)=[O:24] |f:1.2|. Reactants: C(C)(C)(C)OC(=O)N1C[C@H]2CC3=CC(=C(N=C3N2[C@@H](C1)C)C(F)F)CO ((4R,9aR)-6-difluoromethyl-7-hydroxymethyl-4-methyl-3,4,9,9a-tetrahydro-1H-2,4a,5-triaza-fluorene-2-carboxylic acid tert-butyl ester), C(C)(C)(C)OC(=O)N1C[C@H]2CC3=CC(=C(N=C3N2[C@@H](C1)C)[C@H](C)OC)C=O ((4R,9aR)-7-formyl-6-(1-(S)-methoxy-ethyl)-4-methyl-3,4,9,9a-tetrahydro-1H-2,4a,5-triaza-fluorene-2-carboxylic acid tert-butyl ester), [BH4-].[Na+] (sodium borohydride). Yields the product C(C)(C)(C)OC(=O)N1C[C@H]2CC3=CC(=C(N=C3N2[C@@H](C1)C)[C@H](C)OC)CO ((4R,9aR)-7-Hydroxymethyl-6-(1-(S)-methoxy-ethyl)-4-methyl-3,4,9,9a-tetrahydro-1H-2,4a,5-triaza-fluorene-2-carboxylic acid tert-butyl ester). As a reaction SMILES: C(OC(N1C[C@@H](C)N2[C@H](CC3C2=NC(C(F)F)=C(CO)C=3)C1)=O)(C)(C)C.[C:27]([O:31][C:32]([N:34]1[CH2:46][C@@H:45]([CH3:47])[N:44]2[C@H:36]([CH2:37][C:38]3[C:43]2=[N:42][C:41]([C@@H:48]([O:50][CH3:51])[CH3:49])=[C:40]([CH:52]=[O:53])[CH:39]=3)[CH2:35]1)=[O:33])([CH3:30])([CH3:29])[CH3:28].[BH4-].[Na+]>>[C:27]([O:31][C:32]([N:34]1[CH2:46][C@@H:45]([CH3:47])[N:44]2[C@H:36]([CH2:37][C:38]3[C:43]2=[N:42][C:41]([C@@H:48]([O:50][CH3:51])[CH3:49])=[C:40]([CH2:52][OH:53])[CH:39]=3)[CH2:35]1)=[O:33])([CH3:30])([CH3:29])[CH3:28] |f:2.3|. Reported procedure: This compound was prepared in analogy to example 15, intermediate b) from (4R,9aR)-7-formyl-6-(1-(S)-methoxy-ethyl)-4-methyl-3,4,9,9a-tetrahydro-1H-2,4a,5-triaza-fluorene-2-carboxylic acid tert-butyl ester and sodium borohydride. The reactants are C(C)OC(C(CC)CC1=CC=C(C=C1)N)=O (ethyl-2-(p-aminobenzyl)-butyrate), C1(C=2C(C(=O)O1)=CC=CC2)=O (phthalic anhydride). Solvent: O (water). Product: C(C)OC(C(CC)CC1=CC=C(C=C1)N1C(C=2C(C1=O)=CC=CC2)=O)=O (2-(p-phthalimidobenzyl)-butyric acid ethyl ester). RXN SMILES: [CH2:1]([O:3][C:4](=[O:16])[CH:5]([CH2:8][C:9]1[CH:14]=[CH:13][C:12]([NH2:15])=[CH:11][CH:10]=1)[CH2:6][CH3:7])[CH3:2].[C:17]1(=O)[O:22][C:20](=[O:21])[C:19]2=[CH:23][CH:24]=[CH:25][CH:26]=[C:18]12>O>[CH2:1]([O:3][C:4](=[O:16])[CH:5]([CH2:8][C:9]1[CH:10]=[CH:11][C:12]([N:15]2[C:20](=[O:21])[C:19]3=[CH:23][CH:24]=[CH:25][CH:26]=[C:18]3[C:17]2=[O:22])=[CH:13][CH:14]=1)[CH2:6][CH3:7])[CH3:2]. Procedure details: A mixture of ethyl-2-(p-aminobenzyl)-butyrate (4.4 g) and phthalic anhydride (3 g) is heat melted until ceasing of water evolution (5 minutes). After cooling, the solid as obtained is crystallized from ethanol. Yield: 4.8 g (68.6%); m.p. 86°-87° C. Analysis: